Dataset: the Open Reaction Database (ORD), a public repository of structured organic reaction records. Task: describe an organic reaction: reactants, conditions, products, and yield Starting materials: C1(=CC=CC=C1)N1C(=NC(=C1C1=CC=CC=C1)C1=CC=CC=C1)SCCCCCCCC(=O)O (8-(1.4.5-triphenylimidazol-2-yl mercapto)-octanoic acid), [OH-].[Na+] (NaOH). The solvent is C(C)O (ethanol), C(C)O (ethanol). Product: [Na+].C1(=CC=CC=C1)N1C(=NC(=C1C1=CC=CC=C1)C1=CC=CC=C1)SCCCCCCCC(=O)[O-] (8-(1.4.5-Triphenylimidazol-2-yl mercapto)-octanoic acid sodium salt). Reaction SMILES: [C:1]1([N:7]2[C:11]([C:12]3[CH:17]=[CH:16][CH:15]=[CH:14][CH:13]=3)=[C:10]([C:18]3[CH:23]=[CH:22][CH:21]=[CH:20][CH:19]=3)[N:9]=[C:8]2[S:24][CH2:25][CH2:26][CH2:27][CH2:28][CH2:29][CH2:30][CH2:31][C:32]([OH:34])=[O:33])[CH:6]=[CH:5][CH:4]=[CH:3][CH:2]=1.[OH-].[Na+:36]>C(O)C>[Na+:36].[C:1]1([N:7]2[C:11]([C:12]3[CH:17]=[CH:16][CH:15]=[CH:14][CH:13]=3)=[C:10]([C:18]3[CH:19]=[CH:20][CH:21]=[CH:22][CH:23]=3)[N:9]=[C:8]2[S:24][CH2:25][CH2:26][CH2:27][CH2:28][CH2:29][CH2:30][CH2:31][C:32]([O-:34])=[O:33])[CH:2]=[CH:3][CH:4]=[CH:5][CH:6]=1 |f:1.2,4.5|. Procedure: 12 g of 8-(1.4.5-triphenylimidazol-2-yl mercapto)-octanoic acid are dissolved in 250 cc. of 96% ethanol. The equivalent amount of ethanolic sodalye (1 g of NaOH in 10 cc. of ethanol) is added and the mixture is stirred for a short time and evaporated to dryness in a vacuo. The residue is pulverized. Starting materials: FC=1C=CC(=C(NCCCCOC)C1)[N+](=O)[O-] (5-Fluoro-N-(4-methoxybutyl)-2-nitroaniline). The reagents and catalysts are [C].[Pd] (palladium carbon). Solvent: CO (methanol). Conditions: time 15 hour. Yields the product FC1=CC(=C(N)C=C1)NCCCCOC (4-fluoro-2-(4-methoxybutylamino)aniline). Isolated yield 104.2%. Reaction SMILES: [F:1][C:2]1[CH:3]=[CH:4][C:5]([N+:15]([O-])=O)=[C:6]([CH:14]=1)[NH:7][CH2:8][CH2:9][CH2:10][CH2:11][O:12][CH3:13]>CO.[C].[Pd]>[F:1][C:2]1[CH:3]=[CH:4][C:5]([NH2:15])=[C:6]([NH:7][CH2:8][CH2:9][CH2:10][CH2:11][O:12][CH3:13])[CH:14]=1 |f:2.3|. Procedure: 5-Fluoro-N-(4-methoxybutyl)-2-nitroaniline (494 mg) was dissolved in methanol (20 ml), 10% palladium carbon (50% in water, 100 mg) was added, and the mixture was stirred under a hydrogen stream at ambient temperature and normal pressure for 15 hr. The catalyst was filtered off, and the filtrate was concentrated under reduced pressure to give the object product (451 mg) as an oil. Reactants: solution, [I-].[K+] (potassium iodide), II (iodine), C(C)[C@](N)(CC1=CC(=C(C(=C1)I)OC1=CC=C(C=C1)O)I)C(=O)O (α-ethyl-3,5-di-iodo thyronine), Cl (hydrochloric acid), solution, C(C)N (ethylamine). Run in O (water). Yields the product C(C)N[C@@H](CC1=CC(I)=C(C(I)=C1)OC1=CC(I)=C(C(I)=C1)O)C(=O)O (α-Ethyl thyroxine). Isolated yield 60.0%. As a reaction SMILES: C([C@@:3]([C:22]([OH:24])=[O:23])([CH2:5][C:6]1[CH:11]=[C:10]([I:12])[C:9]([O:13][C:14]2[CH:19]=[CH:18][C:17]([OH:20])=[CH:16][CH:15]=2)=[C:8]([I:21])[CH:7]=1)N)C.[CH2:25]([NH2:27])[CH3:26].[I-:28].[K+].[I:30]I.Cl>O>[CH2:25]([NH:27][C@H:3]([C:22]([OH:24])=[O:23])[CH2:5][C:6]1[CH:11]=[C:10]([I:12])[C:9]([O:13][C:14]2[CH:19]=[C:18]([I:30])[C:17]([OH:20])=[C:16]([I:28])[CH:15]=2)=[C:8]([I:21])[CH:7]=1)[CH3:26] |f:2.3|. Procedure: 22.1 g. of α-ethyl-3,5-di-iodo thyronine are dissolved in 130 cc. of a 33% solution of ethylamine in water and 86.5 cc. of a 1.85 N solution of potassium iodide and iodine are added drop by drop to the above described solution while stirring. Stirring is continued for one more hour and 16% hydrochloric acid is added in an amount sufficient to adjust the pH value to a pH of 5.0. The precipitate is filtered off, washed with water, and dissolved in 250 cc. of ethanol with the addition of 100 cc. of... The reactants are Cl, Cl[Cu], O=[N+]([O-])[O-], [Na+], [Na+], Nc1ccc2c(n1)C(OC(=O)N1CCC(n3c(=O)[nH]c4ncccc43)CC1)CCC(c1cccc(F)c1F)C2, [OH-]. The product is O=C(OC1CCC(c2cccc(F)c2F)Cc2ccc(Cl)nc21)N1CCC(n2c(=O)[nH]c3ncccc32)CC1. RXN SMILES: [ClH:40].[Cu:48][Cl:49].[N+:41]([O-:42])([O-:43])=[O:44].[Na+:45].[Na+:47].[O:1]=[c:2]1[n:3]([CH:11]2[CH2:12][CH2:13][N:14]([C:17](=[O:18])[O:19][CH:20]3[CH2:21][CH2:22][CH:23]([c:32]4[c:33]([F:39])[c:34]([F:38])[cH:35][cH:36][cH:37]4)[CH2:24][c:25]4[c:26]3[n:27][c:28]([NH2:31])[cH:29][cH:30]4)[CH2:15][CH2:16]2)[c:4]2[c:5]([n:6][cH:7][cH:8][cH:9]2)[nH:10]1.[OH-:46]>>[O:1]=[c:2]1[n:3]([CH:11]2[CH2:12][CH2:13][N:14]([C:17](=[O:18])[O:19][CH:20]3[CH2:21][CH2:22][CH:23]([c:32]4[c:33]([F:39])[c:34]([F:38])[cH:35][cH:36][cH:37]4)[CH2:24][c:25]4[c:26]3[n:27][c:28]([Cl:40])[cH:29][cH:30]4)[CH2:15][CH2:16]2)[c:4]2[c:5]([n:6][cH:7][cH:8][cH:9]2)[nH:10]1. The reactants are [OH-].[Na+] (NaOH), [H-].[Na+] (NaH), C(C)(C)(C)OC(=O)N1CCC(CC1)N1C=NC(=C1C1=CC(=NC=C1)Cl)C1=CC=C(C=C1)F (1-(1-t-butoxycarbonyl-4-piperidinyl)-4-(4-fluorophenyl)-5-(2-chloro-4-pyridinyl)imidazole), C1(=CC=CC=C1)O (phenol). Solvent: CC(=O)N(C)C (DMA). Reaction conditions: temperature 120 celsius. Yields the product C(C)(C)(C)OC(=O)N1CCC(CC1)N1C=NC(=C1C1=CC(=NC=C1)OC1=CC=CC=C1)C1=CC=C(C=C1)F (1-(1-t-Butoxycarbonyl-4-piperidinyl)-4-(4-fluorophenyl)-5-(2-phenoxy-4-pyridinyl)imidazole). The yield is 63.2%. Reaction SMILES: [H-].[Na+].[C:3]1([OH:9])[CH:8]=[CH:7][CH:6]=[CH:5][CH:4]=1.[C:10]([O:14][C:15]([N:17]1[CH2:22][CH2:21][CH:20]([N:23]2[C:27]([C:28]3[CH:33]=[CH:32][N:31]=[C:30](Cl)[CH:29]=3)=[C:26]([C:35]3[CH:40]=[CH:39][C:38]([F:41])=[CH:37][CH:36]=3)[N:25]=[CH:24]2)[CH2:19][CH2:18]1)=[O:16])([CH3:13])([CH3:12])[CH3:11].[OH-].[Na+]>CC(N(C)C)=O>[C:10]([O:14][C:15]([N:17]1[CH2:22][CH2:21][CH:20]([N:23]2[C:27]([C:28]3[CH:33]=[CH:32][N:31]=[C:30]([O:9][C:3]4[CH:8]=[CH:7][CH:6]=[CH:5][CH:4]=4)[CH:29]=3)=[C:26]([C:35]3[CH:36]=[CH:37][C:38]([F:41])=[CH:39][CH:40]=3)[N:25]=[CH:24]2)[CH2:19][CH2:18]1)=[O:16])([CH3:13])([CH3:11])[CH3:12] |f:0.1,4.5|. Reported procedure: To a stirring suspension of NaH (120 mg, 3.0 mmol) in DMA (1.3 mL) was added phenol (0.40 g, 4.25 mmol). After the bubbling cease, 1-(1-t-butoxycarbonyl-4-piperidinyl)-4-(4-fluorophenyl)-5-(2-chloro-4-pyridinyl)imidazole (0.20 g, 0.44 mmol) was added and the resulting solution was heated at 120° C. until no evidence of starting material was seen by mass spectroscopy (1-3 days). To the cooled solution was added 1M NaOH and the mixture was extracted thrice with EtOAc. The combined organic layers w... The reactants are COC(=O)C=1SC=CC1S(NC)(=O)=O (3-methylsulfamoyl-thiophene-2-carboxylic acid methyl ester), [H-].[Na+] (sodium hydride), C(C)OC(CI)=O (iodoacetic acid ethyl ester). Run in CN(C=O)C (dimethylformamide), CN(C=O)C (dimethylformamide), CN(C=O)C (dimethylformamide). The product is COC(=O)C=1SC=CC1S(N(C)CC(=O)OCC)(=O)=O (3-(N-carbethoxymethyl-N-methylsulfamoyl)-thiophene-2-carboxylic acid methyl ester). Reaction SMILES: [CH3:1][O:2][C:3]([C:5]1[S:6][CH:7]=[CH:8][C:9]=1[S:10](=[O:14])(=[O:13])[NH:11][CH3:12])=[O:4].[H-].[Na+].[CH2:17]([O:19][C:20](=[O:23])[CH2:21]I)[CH3:18]>CN(C)C=O>[CH3:1][O:2][C:3]([C:5]1[S:6][CH:7]=[CH:8][C:9]=1[S:10](=[O:14])(=[O:13])[N:11]([CH2:21][C:20]([O:19][CH2:17][CH3:18])=[O:23])[CH3:12])=[O:4] |f:1.2|. Reported procedure: 43.5 G. (0.184 mol) of the obtained 3-methylsulfamoyl-thiophene-2-carboxylic acid methyl ester are dissolved in 400 ml. of absolute dimethylformamide are added dropwise at 0° C. during 1 hour to a stirred suspension of 4.5 g. (0.187 mol) of sodium hydride in 50 ml. of absolute dimethylformamide. Then, 40 g. (0.187 mol) of iodoacetic acid ethyl ester dissolved in 50 ml. of absolute dimethylformamide are added dropwise during 2 hours while cooling at 0°-5° C. and the mixture allowed to react for a... Isolated yield 45.3%. Starting materials: C(C1=CC=CC=C1)(=O)Cl (benzoyl chloride), Cl.NC1C=2C=CC=CC2C=2NC(C=3N(C21)C=CN3)=O (10-amino-5H,10H-imidazo[1,2-a]indeno[1,2-e]pyrazin-4-one hydrochloride), C (charcoal). Run in CS(=O)C (dimethyl sulphoxide), [OH-].[Na+] (sodium hydroxide). Reaction SMILES: [C:1](Cl)(=[O:8])[C:2]1[CH:7]=[CH:6][CH:5]=[CH:4][CH:3]=1.Cl.[NH2:11][CH:12]1[C:24]2[N:23]3[CH:25]=[CH:26][N:27]=[C:22]3[C:21](=[O:28])[NH:20][C:19]=2[C:18]2[CH:17]=[CH:16][CH:15]=[CH:14][C:13]1=2.C>[OH-].[Na+].CS(C)=O>[C:1]([NH:11][CH:12]1[C:24]2[N:23]3[CH:25]=[CH:26][N:27]=[C:22]3[C:21](=[O:28])[NH:20][C:19]=2[C:18]2[CH:17]=[CH:16][CH:15]=[CH:14][C:13]1=2)(=[O:8])[C:2]1[CH:7]=[CH:6][CH:5]=[CH:4][CH:3]=1 |f:1.2,4.5|. Procedure details: 1.7 g of benzoyl chloride are added over 1 minute to a solution of 3.1 g of 10-amino-5H,10H-imidazo[1,2-a]indeno[1,2-e]pyrazin-4-one hydrochloride in 200 ml of 0.1N sodium hydroxide. The mixture is stirred for 2 hours at a temperature in the region of 20° C. and the insoluble material is separated out by filtration, washed twice with 200 ml in total of distilled water and air-dried. The product obtained (3 g) is dissolved in 100 ml of dimethyl sulphoxide and, after addition of decolorizing charc... The product is C(C1=CC=CC=C1)(=O)NC1C=2C=CC=CC2C=2NC(C=3N(C21)C=CN3)=O (10-benzamido-5H,10H-imidazo[1,2-a]-indeno[1,2-e]pyrazin-4-one). Conditions: temperature 20 celsius, time 2 hour. Starting materials: [C-]#N.[Na+] (sodium cyanide), BrC1=C(CBr)C=CC=C1 (o-bromobenzyl bromide). The solvent is C(C)O (ethanol), O (water), C(C)O (ethanol). Yields the product BrC1=C(C=CC=C1)CC#N (o-Bromophenylacetonitrile). Isolated yield 102.2%. As a reaction SMILES: [C-:1]#[N:2].[Na+].[Br:4][C:5]1[CH:12]=[CH:11][CH:10]=[CH:9][C:6]=1[CH2:7]Br>O.C(O)C>[Br:4][C:5]1[CH:12]=[CH:11][CH:10]=[CH:9][C:6]=1[CH2:7][C:1]#[N:2] |f:0.1|. Reported procedure: To a suspension of 220.0 g of sodium cyanide in 265 ml of water and 380 ml of absolute ethanol, is added, while stirring, a solution of 911.0 g of o-bromobenzyl bromide in 911 ml of ethanol. The reaction proceeds exothermally, but is eventually heated under reflux for about 0.5 hour, then cooled in an ice-bath, and filtered. The solid is washed with ether, the filtrate is concentrated, the residue is suspended in 300 ml of water and extracted with three 500 ml portions of ether. The ether extrac...